This data is from the Open Reaction Database (ORD), a public repository of structured organic reaction records. The task is: describe an organic reaction: reactants, conditions, products, and yield Reactants: CC(C)(C)c1ccc(S(=O)(=O)Cl)cc1, COC(=O)c1sc2ccccc2c1N, c1ccncc1. The product is COC(=O)c1sc2ccccc2c1NS(=O)(=O)c1ccc(C(C)(C)C)cc1. Reaction SMILES: [C:15]([CH3:16])([CH3:17])([CH3:18])[c:19]1[cH:20][cH:21][c:22]([S:25](=[O:26])(=[O:27])[Cl:28])[cH:23][cH:24]1.[NH2:1][c:2]1[c:3]2[c:4]([s:5][c:6]1[C:7](=[O:8])[O:9][CH3:10])[cH:11][cH:12][cH:13][cH:14]2.[cH:29]1[cH:30][cH:31][n:32][cH:33][cH:34]1>>[NH:1]([c:2]1[c:3]2[c:4]([s:5][c:6]1[C:7](=[O:8])[O:9][CH3:10])[cH:11][cH:12][cH:13][cH:14]2)[S:25]([c:22]1[cH:21][cH:20][c:19]([C:15]([CH3:16])([CH3:17])[CH3:18])[cH:24][cH:23]1)(=[O:26])=[O:27].